Dataset: the Open Reaction Database (ORD), a public repository of structured organic reaction records. Task: describe an organic reaction: reactants, conditions, products, and yield Starting materials: FC(C=1C=C(C=CC1)C1CNCCC1)(F)F (3-(m-trifluoromethylphenyl)-piperidine), C(C1=CC=CC=C1)Br (benzyl bromide). The reagents and catalysts are [Ag]=O (silver oxide). The solvent is CC(=O)C (acetone). Conditions: temperature 0 celsius, time 1 hour. Yields the product C(C1=CC=CC=C1)N1CC(CCC1)C1=CC(=CC=C1)C(F)(F)F (N-benzyl-3-(m-trifluoromethylphenyl)-piperidine). Yield: 77.9%. RXN SMILES: [F:1][C:2]([F:16])([F:15])[C:3]1[CH:4]=[C:5]([CH:9]2[CH2:14][CH2:13][CH2:12][NH:11][CH2:10]2)[CH:6]=[CH:7][CH:8]=1.[CH2:17](Br)[C:18]1[CH:23]=[CH:22][CH:21]=[CH:20][CH:19]=1>[Ag]=O.CC(C)=O>[CH2:17]([N:11]1[CH2:12][CH2:13][CH2:14][CH:9]([C:5]2[CH:6]=[CH:7][CH:8]=[C:3]([C:2]([F:1])([F:15])[F:16])[CH:4]=2)[CH2:10]1)[C:18]1[CH:23]=[CH:22][CH:21]=[CH:20][CH:19]=1. Procedure: 2.2 g of silver oxide were added to a mixture of 4.6 g of 3-(m-trifluoromethylphenyl)-piperidine and 22 ml of acetone and the mixture was cooled on an ice water bath while 2.55 ml (≃3.6 g) of benzyl bromide was added dropwise over 10 minutes at a temperature less than 10° C. The mixture was stirred at 0° C. for one hour and was filtered. The filtrate was evaporated to dryness under reduced presssure to obtain 7 g of raw product which was chromatographed over silica gel. Elution with an 85-10-5 c... The reactants are [OH-].[Na+] (sodium hydroxide), ClC1=NC(=CC=C1)C(Cl)(Cl)Cl (2-chloro-6-(trichloromethyl)pyridine), [OH-].[Na+] (sodium hydroxide), CN1C(CCC1)=O (N-methylpyrrolidone), COP(OC)[O-] (dimethylphosphite). The solvent is N1=CC=CC=C1 (pyridine), O (water). Yields the product ClC1=NC(=CC=C1)C(Cl)Cl (2-chloro-6-(dichloromethyl)pyridine). Isolated yield 81.4%. RXN SMILES: [Cl:1][C:2]1[CH:7]=[CH:6][CH:5]=[C:4]([C:8](Cl)([Cl:10])[Cl:9])[N:3]=1.CN1CCCC1=O.COP([O-])OC.[OH-].[Na+]>O.N1C=CC=CC=1>[Cl:1][C:2]1[CH:7]=[CH:6][CH:5]=[C:4]([CH:8]([Cl:10])[Cl:9])[N:3]=1 |f:3.4|. Procedure details: In a stirred reaction vessel was placed 2.31 grams (0.010 mole) of 2-chloro-6-(trichloromethyl)pyridine, 20 ml of N-methylpyrrolidone and 1.35 grams (0.011 mole) of dimethylphosphite. The mixture was heated for about 21/2 hours. During this period, 50 percent aqueous sodium hydroxide was slowly added to maintain the pH slightly basic. At the end of the reaction period, there was 1% of the pyridine starting material remaining. Additionally, it was found that 0.0225 mole of the aqueous sodium hydr... Starting materials: ClC(C)(Cl)Cl (1,1,1-trichloroethane), C(=C)(Cl)Cl (vinylidene chloride). The product is ClC(CC(C)(Cl)Cl)(Cl)Cl (1,1,1,3,3-pentachlorobutane). As a reaction SMILES: [Cl:1][C:2]([Cl:5])([Cl:4])[CH3:3].[C:6]([Cl:9])([Cl:8])=[CH2:7]>>[Cl:1][C:2]([Cl:5])([Cl:4])[CH2:3][C:6]([Cl:9])([Cl:8])[CH3:7]. Procedure: 2,2,4,4,4-Pentafluorobutane is another undesirable by-product of the fluorination of 1,1,1-trichloroethane. I believe that it is formed by the reaction between 1,1,1-trichloroethane and vinylidene chloride, followed by the reaction of additional 1,1,1-trichloroethane with vinylidene chloride to give 1,1,1,3,3-pentachlorobutane. Grigor'ev et al., Izv. Akad. Nauk. SSSR. Ser. Khim., 6, 1333-6 (1980). Hydrofluorination of the latter produces 2,2,4,4,4-pentafluorobutane. Starting materials: O=C([O-])C(O)C(O)C(=O)[O-], CC(C)C[Al+]CC(C)C, CCOC(C)=O, CS(=O)(=O)c1ccc(-c2oc(CCC(=O)O)nc2-c2ccc(F)cc2)cc1, [H-], [K+], [Na+], C1CCOC1. The product is CS(=O)(=O)c1ccc(-c2oc(CCCO)nc2-c2ccc(F)cc2)cc1. Reaction SMILES: [C:38]([O-:39])(=[O:40])[CH:41]([CH:42]([C:43]([O-:44])=[O:45])[OH:46])[OH:47].[CH2:29]([Al+:30][CH2:31][CH:32]([CH3:33])[CH3:34])[CH:35]([CH3:36])[CH3:37].[CH3:50][CH2:51][O:52][C:53](=[O:54])[CH3:55].[F:1][c:2]1[cH:3][cH:4][c:5](-[c:8]2[n:9][c:10]([CH2:23][CH2:24][C:25](=[O:26])[OH:27])[o:11][c:12]2-[c:13]2[cH:14][cH:15][c:16]([S:19](=[O:20])(=[O:21])[CH3:22])[cH:17][cH:18]2)[cH:6][cH:7]1.[H-:28].[K+:48].[Na+:49].[O:56]1[CH2:57][CH2:58][CH2:59][CH2:60]1>>[F:1][c:2]1[cH:3][cH:4][c:5](-[c:8]2[n:9][c:10]([CH2:23][CH2:24][CH2:25][OH:26])[o:11][c:12]2-[c:13]2[cH:14][cH:15][c:16]([S:19](=[O:20])(=[O:21])[CH3:22])[cH:17][cH:18]2)[cH:6][cH:7]1. Reactants: CC(C)(C)c1nc(Br)c(Br)n1COCC[Si](C)(C)C, C1CCOC1, [Li]CCCC, Clc1ncccn1, O=[Mn]=O. Product: CC(C)(C)c1nc(Br)c(-c2ccnc(Cl)n2)n1COCC[Si](C)(C)C. RXN SMILES: [Br:6][c:7]1[n:8][c:9]([C:21]([CH3:22])([CH3:23])[CH3:24])[n:10]([CH2:13][O:14][CH2:15][CH2:16][Si:17]([CH3:18])([CH3:19])[CH3:20])[c:11]1[Br:12].[CH2:32]1[O:33][CH2:34][CH2:35][CH2:36]1.[CH3:1][CH2:2][CH2:3][CH2:4][Li:5].[Cl:25][c:26]1[n:27][cH:28][cH:29][cH:30][n:31]1.[O:37]=[Mn:38]=[O:39]>>[Br:6][c:7]1[n:8][c:9]([C:21]([CH3:22])([CH3:23])[CH3:24])[n:10]([CH2:13][O:14][CH2:15][CH2:16][Si:17]([CH3:18])([CH3:19])[CH3:20])[c:11]1-[c:28]1[n:27][c:26]([Cl:25])[n:31][cH:30][cH:29]1. Starting materials: C1(=CC=CC=C1)P(C1=CC=CC=C1)C1=CC=CC=C1 (triphenylphosphine), C([O-])(O)=O.[Na+] (sodium bicarbonate), C(C(=O)O)(=O)O (oxalic acid), C(C(=O)O)(=O)O.ClC1=CC(=C(C#N)C=C1)OC(CCCNC)C1=COC=C1 (4-Chloro-2-[1-(3-furanyl)-4-(methylamino)butoxy]benzonitrile oxalate), [N-]=[N+]=[N-].[Na+] (sodium azide). Solvent: O (water), CS(=O)C (dimethyl sulphoxide), O1CCCC1 (tetrahydrofuran). Yields the product C(C(=O)O)(=O)O.NCCCC(OC1=C(C#N)C=CC(=C1)Cl)C1=COC=C1 (2-[4-Amino-1-(3-furanyl)butoxy]-4-chlorobenzonitrile oxalate). Isolated yield 48.1%. As a reaction SMILES: [C:1]([OH:6])(=[O:5])[C:2]([OH:4])=[O:3].[Cl:7][C:8]1[CH:15]=[CH:14][C:11]([C:12]#[N:13])=[C:10]([O:16][CH:17]([C:23]2[CH:27]=[CH:26][O:25][CH:24]=2)[CH2:18][CH2:19][CH2:20][NH:21]C)[CH:9]=1.[N-]=[N+]=[N-].[Na+].C1(P(C2C=CC=CC=2)C2C=CC=CC=2)C=CC=CC=1.C(=O)(O)[O-].[Na+].C(O)(=O)C(O)=O>CS(C)=O.O.O1CCCC1>[C:1]([OH:6])(=[O:5])[C:2]([OH:4])=[O:3].[NH2:21][CH2:20][CH2:19][CH2:18][CH:17]([C:23]1[CH:27]=[CH:26][O:25][CH:24]=1)[O:16][C:10]1[CH:9]=[C:8]([Cl:7])[CH:15]=[CH:14][C:11]=1[C:12]#[N:13] |f:0.1,2.3,5.6,11.12|. Procedure details: To a tetrahydrofuran solution of the iodo intermediate from Example 27 step (e) (30 ml, 1.42 mmol), was added dropwise a solution of sodium azide (0.28 g, 4.26 mmol) in dimethyl sulphoxide (5 ml). The reaction was then stirred for 22hat room temperature. The solution was then treated with triphenylphosphine (1.12 g, 4.26 mmol) and water (5 ml) and stirred for 24hat room temperature. Aqueous saturated sodium bicarbonate solution (30 ml) was added and the mixture extracted with ethyl acetate (3×70... Reactants: O=C=NCc1ccccc1, CN(C)C=O, Nc1cccc(C(F)(F)F)c1O. Yields the product O=C(NCc1ccccc1)Nc1cccc(C(F)(F)F)c1O. RXN SMILES: [CH2:1]([c:2]1[cH:3][cH:4][cH:5][cH:6][cH:7]1)[N:8]=[C:9]=[O:10].[O:23]=[CH:24][N:25]([CH3:26])[CH3:27].[OH:11][c:12]1[c:13]([NH2:14])[cH:15][cH:16][cH:17][c:18]1[C:19]([F:20])([F:21])[F:22]>>[CH2:1]([c:2]1[cH:3][cH:4][cH:5][cH:6][cH:7]1)[NH:8][C:9](=[O:10])[NH:14][c:13]1[c:12]([OH:11])[c:18]([C:19]([F:20])([F:21])[F:22])[cH:17][cH:16][cH:15]1. The reactants are CON(C)C(=O)c1cn(-c2cccc(-c3ccccc3OC(F)(F)F)c2)cn1, Cc1cncs1. Yields the product Cc1cnc(C(=O)c2cn(-c3cccc(-c4ccccc4OC(F)(F)F)c3)cn2)s1. RXN SMILES: [CH3:1][O:2][N:3]([C:4](=[O:5])[c:6]1[n:7][cH:8][n:9](-[c:11]2[cH:12][c:13](-[c:17]3[c:18]([O:23][C:24]([F:25])([F:26])[F:27])[cH:19][cH:20][cH:21][cH:22]3)[cH:14][cH:15][cH:16]2)[cH:10]1)[CH3:28].[CH3:29][c:30]1[cH:31][n:32][cH:33][s:34]1>>[C:4](=[O:5])([c:6]1[n:7][cH:8][n:9](-[c:11]2[cH:12][c:13](-[c:17]3[c:18]([O:23][C:24]([F:25])([F:26])[F:27])[cH:19][cH:20][cH:21][cH:22]3)[cH:14][cH:15][cH:16]2)[cH:10]1)[c:33]1[n:32][cH:31][c:30]([CH3:29])[s:34]1. Reactants: ClC=1N=C(C2=C(N1)C(CC2)C2=C(C=C(C=C2)F)F)Cl (2,4-dichloro-7-(2,4-difluorophenyl)-6,7-dihydro-5H-cyclopenta[d]pyrimidine), C(C)(C)N(CC)C(C)C (diisopropylethylamine), CC1=NN(C=N1)C1=C(OCCCC(C)N)C=C(C=C1)[N+](=O)[O-] (5-(2-(3-methyl-1H-1,2,4-triazol-1-yl)-5-nitrophenoxy)pentan-2-amine). Solvent: C(C)#N (acetonitrile). Reaction conditions: time 18 hour. The product is ClC=1N=C(C2=C(N1)C(CC2)C2=C(C=C(C=C2)F)F)NC(C)CCCOC2=C(C=CC(=C2)[N+](=O)[O-])N2N=C(N=C2)C (2-chloro-7-(2,4-difluorophenyl)-N-(5-(2-(3-methyl-1H-1,2,4-triazol-1-yl)-5-nitrophenoxy)pentan-2-yl)-6,7-dihydro-5H-cyclopenta[d]pyrimidin-4-amine). Yield: 37.9%. Reaction SMILES: [Cl:1][C:2]1[N:3]=[C:4](Cl)[C:5]2[CH2:10][CH2:9][CH:8]([C:11]3[CH:16]=[CH:15][C:14]([F:17])=[CH:13][C:12]=3[F:18])[C:6]=2[N:7]=1.C(N(C(C)C)CC)(C)C.[CH3:29][C:30]1[N:34]=[CH:33][N:32]([C:35]2[CH:47]=[CH:46][C:45]([N+:48]([O-:50])=[O:49])=[CH:44][C:36]=2[O:37][CH2:38][CH2:39][CH2:40][CH:41]([NH2:43])[CH3:42])[N:31]=1>C(#N)C>[Cl:1][C:2]1[N:3]=[C:4]([NH:43][CH:41]([CH2:40][CH2:39][CH2:38][O:37][C:36]2[CH:44]=[C:45]([N+:48]([O-:50])=[O:49])[CH:46]=[CH:47][C:35]=2[N:32]2[CH:33]=[N:34][C:30]([CH3:29])=[N:31]2)[CH3:42])[C:5]2[CH2:10][CH2:9][CH:8]([C:11]3[CH:16]=[CH:15][C:14]([F:17])=[CH:13][C:12]=3[F:18])[C:6]=2[N:7]=1. Procedure: To a solution of 2,4-dichloro-7-(2,4-difluorophenyl)-6,7-dihydro-5H-cyclopenta[d]pyrimidine (907 mg, 3.01 mmol) in acetonitrile (150 mL) was added diisopropylethylamine (1.05 g, 6.03 mmol) followed by 5-(2-(3-methyl-1H-1,2,4-triazol-1-yl)-5-nitrophenoxy)pentan-2-amine (920 mg, 3.01 mmol) at room temperature. The reaction mixture was stirred at rt for 18 h while monitoring by LC-MS. The solvent was removed under reduced pressure and the residue was purified by column chromatography (60-120 mesh s... Reactants: [OH-].[Na+] (sodium hydroxide), C(#N)C(C(=O)N)C1OC(C(=C1Cl)Cl)=O (2-Cyano-2-(3,4-dichloro-5-oxo-2,5-dihydrofuran-2-yl)acetamide), Cl.CC(C)S(=O)(=O)C1=C(C=CC=C1)CN (1-{2-[(1-methylethyl) sulfonyl]phenyl}methanamine hydrochloride), C([O-])([O-])=O.[K+].[K+] (potassium carbonate). The solvent is C(C)O (ethanol). The product is Cl.ClC=1C=C(C(N(C1)CC1=C(C=CC=C1)S(=O)(=O)C(C)C)=N)C(=O)N (5-chloro-2-imino-1-{2-[(1-methylethyl)sulfonyl]benzyl}-1,2-dihydropyridine-3-carboxamide hydrochloride). Yield: 26.7%. RXN SMILES: [C:1]([CH:3]([CH:7]1[C:11]([Cl:12])=[C:10](Cl)C(=O)O1)[C:4]([NH2:6])=[O:5])#[N:2].Cl.[CH3:16][CH:17]([S:19]([C:22]1[CH:27]=[CH:26][CH:25]=[CH:24][C:23]=1[CH2:28][NH2:29])(=[O:21])=[O:20])[CH3:18].C(=O)([O-])[O-].[K+].[K+].[OH-].[Na+]>C(O)C>[ClH:12].[Cl:12][C:11]1[CH:7]=[C:3]([C:4]([NH2:6])=[O:5])[C:1](=[NH:2])[N:29]([CH2:28][C:23]2[CH:24]=[CH:25][CH:26]=[CH:27][C:22]=2[S:19]([CH:17]([CH3:18])[CH3:16])(=[O:21])=[O:20])[CH:10]=1 |f:1.2,3.4.5,6.7,9.10|. Reported procedure: 2-Cyano-2-(3,4-dichloro-5-oxo-2,5-dihydrofuran-2-yl)acetamide (2 g), 1-{2-[(1-methylethyl) sulfonyl]phenyl}methanamine hydrochloride (2.55 g) and potassium carbonate (2.94 g) were stirred in ethanol (50 ml) at 90° C. for 16 hr. The reaction mixture was poured into 1N aqueous sodium hydroxide solution, and extracted with ethyl acetate. The organic layer was washed with saturated brine, dried over magnesium sulfate, and filtered. The solvent was evaporated under reduced pressure. The residue was p...